From a dataset of the Open Reaction Database (ORD), a public repository of structured organic reaction records. describe an organic reaction: reactants, conditions, products, and yield RXN SMILES: [CH2:1]([O:3][C:4](=[O:22])[CH2:5][C:6]1[CH:11]=[CH:10][C:9](OS(C(F)(F)F)(=O)=O)=[C:8]([O:20][CH3:21])[CH:7]=1)[CH3:2].[CH3:23][N:24](C)C=O>O.C(OCC)(=O)C.[C-]#N.[Zn+2].[C-]#N.C1C=CC([P]([Pd]([P](C2C=CC=CC=2)(C2C=CC=CC=2)C2C=CC=CC=2)([P](C2C=CC=CC=2)(C2C=CC=CC=2)C2C=CC=CC=2)[P](C2C=CC=CC=2)(C2C=CC=CC=2)C2C=CC=CC=2)(C2C=CC=CC=2)C2C=CC=CC=2)=CC=1>[CH2:1]([O:3][C:4](=[O:22])[CH2:5][C:6]1[CH:11]=[CH:10][C:9]([C:23]#[N:24])=[C:8]([O:20][CH3:21])[CH:7]=1)[CH3:2] |f:4.5.6,^1:43,45,64,83|. Reagents/catalysts: [C-]#N.[Zn+2].[C-]#N (Zinc cyanide), C=1C=CC(=CC1)[P](C=2C=CC=CC2)(C=3C=CC=CC3)[Pd]([P](C=4C=CC=CC4)(C=5C=CC=CC5)C=6C=CC=CC6)([P](C=7C=CC=CC7)(C=8C=CC=CC8)C=9C=CC=CC9)[P](C=1C=CC=CC1)(C=1C=CC=CC1)C=1C=CC=CC1 (Tetrakis(triphenylphosphine)palladium(0)). Solvent: O (water), C(C)(=O)OCC (ethyl acetate). Procedure details: Ethyl(3-methoxy-4-{[(trifluoromethyl)sulfonyl]oxy}phenyl)acetate (16.6 g) was dissolved in anhydrous dimethylformamide (100 mL). Zinc cyanide (3.4 g, 29 mmol) was added, and the solution was purged thoroughly with nitrogen. Tetrakis(triphenylphosphine)palladium(0) (5.6 g, 4.9 mmol) was then added and the reaction mixture was heated to 80° C. for 4 h. After allowing the reaction mixture to cool to ambient temperature and diluting with water (200 mL), ethyl acetate (400 mL) was added and the mixtu... Yields the product C(C)OC(CC1=CC(=C(C=C1)C#N)OC)=O (ethyl(4-cyano-3-methoxyphenyl)acetate). Conditions: temperature 80 celsius. The reactants are C(C)OC(CC1=CC(=C(C=C1)OS(=O)(=O)C(F)(F)F)OC)=O (Ethyl(3-methoxy-4-{[(trifluoromethyl)sulfonyl]oxy}phenyl)acetate), CN(C=O)C (dimethylformamide). Starting materials: CC1C(COCc2ccccc2)N(C(=O)OC(C)(C)C)CCN1S(C)(=O)=O, CO, O=C[O-], [NH4+], O. Yields the product CC1C(CO)N(C(=O)OC(C)(C)C)CCN1S(C)(=O)=O. RXN SMILES: [CH2:1]([c:2]1[cH:3][cH:4][cH:5][cH:6][cH:7]1)[O:8][CH2:9][CH:10]1[N:11]([C:21](=[O:22])[O:23][C:24]([CH3:25])([CH3:26])[CH3:27])[CH2:12][CH2:13][N:14]([S:17](=[O:18])(=[O:19])[CH3:20])[CH:15]1[CH3:16].[CH3:33][OH:34].[CH:28]([O-:29])=[O:30].[NH4+:31].[OH2:32]>>[OH:8][CH2:9][CH:10]1[N:11]([C:21](=[O:22])[O:23][C:24]([CH3:25])([CH3:26])[CH3:27])[CH2:12][CH2:13][N:14]([S:17](=[O:18])(=[O:19])[CH3:20])[CH:15]1[CH3:16]. Starting materials: CCOCC, CN=C=O, C1CCOC1, CC(O)CNN. The product is CNC(=O)N(N)CC(C)O. Reaction SMILES: [CH3:16][CH2:17][O:18][CH2:19][CH3:20].[CH3:7][N:8]=[C:9]=[O:10].[O:11]1[CH2:12][CH2:13][CH2:14][CH2:15]1.[OH:1][CH:2]([CH2:3][NH:4][NH2:5])[CH3:6]>>[OH:1][CH:2]([CH2:3][N:4]([NH2:5])[C:9]([NH:8][CH3:7])=[O:10])[CH3:6]. Starting materials: C1(CC1)CC(COS(=O)(=O)C)(COS(=O)(=O)C)OC1=CC2=C(C3=NC(=CN3CCO2)C=2N(N=C(N2)C)C(C)C)C=C1 (methanesulfonic acid 2-cyclopropylmethyl-2-[2-(2-isopropyl-5-methyl-2H-[1,2,4]triazol-3-yl)-4,5-dihydro-6-oxa-1,3a-diazabenzo[e]azulen-8-yloxy]-3-methanesulfonyloxypropyl ester). Run in C(C)(C)N (isopropylamine). The product is C1(CC1)CC1(CN(C1)C(C)C)OC1=CC2=C(C=3N(CCO2)C=C(N3)C=3N(N=C(N3)C)C(C)C)C=C1 (9-[3-(cyclopropylmethyl)-1-isopropyl-azetidin-3-yl]oxy-2-(2-isopropyl-5-methyl-1,2,4-triazol-3-yl)-5,6-dihydroimidazo[1,2-d][1,4]benzoxazepine). Reaction SMILES: [CH:1]1([CH2:4][C:5]([O:18][C:19]2[CH:41]=[CH:40][C:22]3[C:23]4[N:27]([CH2:28][CH2:29][O:30][C:21]=3[CH:20]=2)[CH:26]=[C:25]([C:31]2[N:32]([CH:37]([CH3:39])[CH3:38])[N:33]=[C:34]([CH3:36])[N:35]=2)[N:24]=4)([CH2:12]OS(C)(=O)=O)[CH2:6]OS(C)(=O)=O)[CH2:3][CH2:2]1>C(N)(C)C>[CH:1]1([CH2:4][C:5]2([O:18][C:19]3[CH:41]=[CH:40][C:22]4[C:23]5[N:27]([CH:26]=[C:25]([C:31]6[N:32]([CH:37]([CH3:39])[CH3:38])[N:33]=[C:34]([CH3:36])[N:35]=6)[N:24]=5)[CH2:28][CH2:29][O:30][C:21]=4[CH:20]=3)[CH2:12][N:24]([CH:25]([CH3:31])[CH3:26])[CH2:6]2)[CH2:2][CH2:3]1. Reported procedure: A solution of methanesulfonic acid 2-cyclopropylmethyl-2-[2-(2-isopropyl-5-methyl-2H-[1,2,4]triazol-3-yl)-4,5-dihydro-6-oxa-1,3a-diazabenzo[e]azulen-8-yloxy]-3-methanesulfonyloxypropyl ester (87 mg, 0.1427 mmol) in isopropylamine (1.2 mL) was heated at 150° C. for 28 h using microwave irradiation. After cooling to RT, the crude reaction mixture was evaporated and then purified by column chromatography (C18, gradient 25-55% MeOH in 0.5% TFA/H2O) and then loaded onto an Isolute® SCX-2 cartridge. T...